This data is from the Open Reaction Database (ORD), a public repository of structured organic reaction records. The task is: describe an organic reaction: reactants, conditions, products, and yield The reactants are ClC1=C(C(=O)OC)C=CC(=C1)B1OC(C(O1)(C)C)(C)C (methyl 2-chloro-4-(4,4,5,5-tetramethyl-1,3,2-dioxaborolane-2-yl)benzoate), BrC1=CC=C(C=C1)Cl (4-bromochlorobenzene). The product is ClC1=C(C(=O)O)C=CC(=C1)C1=CC=C(C=C1)Cl (2-chloro-4-(4′-chlorophenyl)benzoic acid). RXN SMILES: [Cl:1][C:2]1[CH:11]=[C:10](B2OC(C)(C)C(C)(C)O2)[CH:9]=[CH:8][C:3]=1[C:4]([O:6]C)=[O:5].Br[C:22]1[CH:27]=[CH:26][C:25]([Cl:28])=[CH:24][CH:23]=1>>[Cl:1][C:2]1[CH:11]=[C:10]([C:22]2[CH:27]=[CH:26][C:25]([Cl:28])=[CH:24][CH:23]=2)[CH:9]=[CH:8][C:3]=1[C:4]([OH:6])=[O:5]. Procedure details: Using methyl 2-chloro-4-(4,4,5,5-tetramethyl-1,3,2-dioxaborolane-2-yl)benzoate and 4-bromochlorobenzene, 2-chloro-4-(4′-chlorophenyl)benzoic acid was obtained in the same method as in Production Example 292b). The product is ClS(=O)(=O)C=1C(=C(C(=O)O)C(=CC1)F)F (3-Chlorosulfonyl-2,6-difluoro-benzoic acid). Procedure details: 95 mmol of 2,6-difluorobenzoic acid in 19 ml of chlorosulfonic acid was stirred for 2 h at 150°. The mixture was poured into 200 ml of ice and stirred for 20 min. The resulting slurry was filtered, washed with water and dried (20° overnight in the dessicator) to yield the title compound as a colorless solid. MS (m/e): 279.4 (MNa+, 81%) As a reaction SMILES: [F:1][C:2]1[CH:10]=[CH:9][CH:8]=[C:7]([F:11])[C:3]=1[C:4]([OH:6])=[O:5].[Cl:12][S:13](O)(=[O:15])=[O:14]>>[Cl:12][S:13]([C:8]1[C:7]([F:11])=[C:3]([C:2]([F:1])=[CH:10][CH:9]=1)[C:4]([OH:6])=[O:5])(=[O:15])=[O:14]. Run at time 20 minute. Reactants: FC1=C(C(=O)O)C(=CC=C1)F (2,6-difluorobenzoic acid), ClS(=O)(=O)O (chlorosulfonic acid), ice. The reactants are C(C#C)NC(C(=O)OC)C (methyl 2-propargylaminopropionate), ClC=1C=C(C=C(C1)Cl)N=C=O (3,5-dichlorophenylisocyanate). The reagents and catalysts are CCCCC(CC)C(=O)[O-].CCCCC(CC)C(=O)[O-].[Sn+2] (stannous octoate). Run in C1(=CC=CC=C1)C (toluene). Product: ClC=1C=C(C=C(C1)Cl)N1C(N(C(C1=O)C)CC#C)=O (3-(3,5-Dichlorophenyl)-1-(2-propynyl)-5-methyl-2,4-imidazolidinedione). Yield: 86.5%. As a reaction SMILES: [CH2:1]([NH:4][CH:5]([CH3:10])[C:6]([O:8]C)=O)[C:2]#[CH:3].[Cl:11][C:12]1[CH:13]=[C:14]([N:19]=[C:20]=[O:21])[CH:15]=[C:16]([Cl:18])[CH:17]=1>C1(C)C=CC=CC=1.CCCCC(C([O-])=O)CC.CCCCC(C([O-])=O)CC.[Sn+2]>[Cl:11][C:12]1[CH:13]=[C:14]([N:19]2[C:6](=[O:8])[CH:5]([CH3:10])[N:4]([CH2:1][C:2]#[CH:3])[C:20]2=[O:21])[CH:15]=[C:16]([Cl:18])[CH:17]=1 |f:3.4.5|. Procedure: To a solution of 10 g (0.07 mole) of methyl 2-propargylaminopropionate in 100 ml of toluene with 2 drops of stannous octoate is added 14.5 g (0.077 mole) of 3,5-dichlorophenylisocyanate in small portions. The resulting mixture is heated at 100° for 3 hours. It is then washed with water twice and dried over sodium sulfate. Solvent is evaporated to give a thick yellow oil. Material is further purified by passing it through a silica gel column using 30/70 ethyl acetate/hexane as solvent to give 18 ... Starting materials: N(=[N+]=[N-])C1CCC=2N(C3=C(C=CC=C3C2CC(=O)OCCC)F)C1 (propyl (7-azido-4-fluoro-6,7,8,9-tetrahydropyrido[1,2-α]indol-10-yl)acetate), FC1=CC=C(C=C1)C(C)(C#C)O (2-(4-fluorophenyl)but-3-yn-2-ol). Product: FC1=CC=C(C=C1)C(C)(O)C1=CN=NN1[C@@H]1CCC=2N(C3=CC=CC=C3C2CC(=O)O)C1 (((R)-7-{5-[1-(4-fluorophenyl)-1-hydroxyethyl]-[1,2,3]triazol-1-yl}-6,7,8,9-tetrahydropyrido[1,2-α]indol-10-yl)-acetic acid), esters. RXN SMILES: [N:1]([CH:4]1[CH2:24][N:8]2[C:9]3[C:14]([C:15]([CH2:16][C:17]([O:19]CCC)=[O:18])=[C:7]2[CH2:6][CH2:5]1)=[CH:13][CH:12]=[CH:11][C:10]=3F)=[N+:2]=[N-:3].[F:25][C:26]1[CH:31]=[CH:30][C:29]([C:32]([OH:36])([C:34]#[CH:35])[CH3:33])=[CH:28][CH:27]=1>>[F:25][C:26]1[CH:27]=[CH:28][C:29]([C:32]([C:34]2[N:1]([C@H:4]3[CH2:24][N:8]4[C:9]5[C:14]([C:15]([CH2:16][C:17]([OH:19])=[O:18])=[C:7]4[CH2:6][CH2:5]3)=[CH:13][CH:12]=[CH:11][CH:10]=5)[N:2]=[N:3][CH:35]=2)([OH:36])[CH3:33])=[CH:30][CH:31]=1. Procedure: The title compound was prepared using procedures described in EXAMPLE 8 from propyl (7-azido-4-fluoro-6,7,8,9-tetrahydropyrido[1,2-α]indol-10-yl)acetate and 2-(4-fluorophenyl)but-3-yn-2-ol. Separation of the resulting diastereoisomers was performed at the ester stage by flash chromatography using a gradient of 10-100% EA/Hex afforded 2 esters. The faster eluting enantiomeric mixture was resolved on chiral HPLC using a 4.6×250 mm Chiralcel OD column eluting with 20% iPrOH, 20% EtOH, 59.75% Hexane...